The task is: describe an organic reaction: reactants, conditions, products, and yield. This data is from the Open Reaction Database (ORD), a public repository of structured organic reaction records. The reactants are ClC=1C=CC=2N=CC(NC2N1)=O (6-chloropyrido[3,2-b]pyrazin-3(4H)-one), O=P(Cl)(Cl)Cl (POCl3). Product: ClC1=CN=C2C(=N1)N=C(C=C2)Cl (3,6-dichloropyrido[2,3-b]pyrazine). The yield is 90.0%. As a reaction SMILES: [Cl:1][C:2]1[CH:3]=[CH:4][C:5]2[N:6]=[CH:7][C:8](=O)[NH:9][C:10]=2[N:11]=1.O=P(Cl)(Cl)[Cl:15]>>[Cl:15][C:8]1[N:9]=[C:10]2[N:11]=[C:2]([Cl:1])[CH:3]=[CH:4][C:5]2=[N:6][CH:7]=1. Procedure details: 6-chloropyrido[3,2-b]pyrazin-3(4H)-one (E-27) (9 g, 49.8 mmol) was dissolved in POCl3 (100 mL) and the resulting mixture was stirred at reflux for 3 h. The reaction was complete based on TLC analysis. The mixture was cooled to RT and concentrated in vacuo to remove POCl3. The residue was poured into ice water (150 mL) and extracted with DCM (3×100 mL). The combined organic layers were washed with brine, dried over Na2SO4 and filtered. The filtrate was concentrated in vacuo to give the desired pr... The reactants are C(=O)(OCC1=CC=CC=C1)N1[C@H](C(=O)O)CCC1 (N-carbobenzoxy-L-proline), 1-(-)-2-amino-1-butanol, anhydride, ClC(=O)OCC(C)C (isobutyl chloroformate), CN1CCOCC1 (N-methylmorpholine). Solvent: C1CCOC1 (THF). The product is C(=O)(OCC1=CC=CC=C1)N1[C@H](C(=O)N[C@H](CC)CO)CCC1 (N-carbobenzoxy-L-prolyl-D-homoalaninol). The yield is 60.5%. RXN SMILES: [C:1]([N:11]1[CH2:18][CH2:17][CH2:16][C@H:12]1[C:13]([OH:15])=O)([O:3][CH2:4][C:5]1[CH:10]=[CH:9][CH:8]=[CH:7][CH:6]=1)=[O:2].ClC(O[CH2:23][CH:24](C)C)=O.C[N:28]1[CH2:33][CH2:32][O:31]CC1>C1COCC1>[C:1]([N:11]1[CH2:18][CH2:17][CH2:16][C@H:12]1[C:13]([NH:28][C@@H:33]([CH2:32][OH:31])[CH2:23][CH3:24])=[O:15])([O:3][CH2:4][C:5]1[CH:6]=[CH:7][CH:8]=[CH:9][CH:10]=1)=[O:2]. Procedure: 4.98 g (20 mmol) N-carbobenzoxy-L-proline, 2.73 g (20 mmol) isobutyl chloroformate, 2.03 g (20 mmol) N-methylmorpholine, and 1.78 g (20 mmol) 1-(-)-2-amino-1-butanol were contacted and reacted in THF substantially according to the mixed anhydride procedure described in Example 1. The resulting crude product, 5.58 g, was recrystallized from a mixture of 40 mL ethyl acetate and 60 mL n-hexane, providing 3.87 g (12.1 mmol, 60.4%) of colorless crystalline N-carbobenzoxy-L-prolyl-D-homoalaninol; m.p.... Reactants: ClCCCCBr, Cc1ccc2c(-c3n[nH]c(=S)n3C)cccc2n1, CCOC(C)=O, CCO, [H-], [Na+]. Yields the product Cc1ccc2c(-c3nnc(SCCCCCl)n3C)cccc2n1. Reaction SMILES: [Br:19][CH2:20][CH2:21][CH2:22][CH2:23][Cl:24].[CH3:1][n:2]1[c:3](=[S:18])[nH:4][n:5][c:6]1-[c:7]1[c:8]2[cH:9][cH:10][c:11]([CH3:17])[n:12][c:13]2[cH:14][cH:15][cH:16]1.[CH3:27][CH2:28][O:29][C:30](=[O:31])[CH3:32].[CH3:33][CH2:34][OH:35].[H-:26].[Na+:25]>>[CH3:1][n:2]1[c:3]([S:18][CH2:20][CH2:21][CH2:22][CH2:23][Cl:24])[n:4][n:5][c:6]1-[c:7]1[c:8]2[cH:9][cH:10][c:11]([CH3:17])[n:12][c:13]2[cH:14][cH:15][cH:16]1. The reactants are [Na][Na] (disodium), C(#N)C1=C(C(NC1=C(C#N)C#N)=O)O (4-cyano-5-dicyanomethylidene-3-hydroxy-2-oxo-2,5-dihydropyrrole), P(=O)(Cl)(Cl)Cl (phosphorous oxychloride), C(C)C(CN(C1=CC=CC=C1)CCC)CCCC (N-(2-ethylhexyl)-N-propylaniline). Solvent: CN(C=O)C (N,N-dimethylformamide), CC(=O)C (acetone), O (water). Reaction conditions: temperature -10 celsius, time 20 hour. Yields the product C(C)C(CN(CCC)C1=CC=C(C=C1)C=1C(NC(C1C#N)=C(C#N)C#N)=O)CCCC (3-(4-(N-(2-ethylhexyl)-N-propylamino)phenyl)-4-cyano-5-dicyanomethylidene-2-oxo-2,5-dihydropyrrole). Yield: 90.0%. RXN SMILES: [Na][Na].[C:3]([C:5]1[C:9](=[C:10]([C:13]#[N:14])[C:11]#[N:12])[NH:8][C:7](=[O:15])[C:6]=1O)#[N:4].[CH2:17]([CH:19]([CH2:31][CH2:32][CH2:33][CH3:34])[CH2:20][N:21]([CH2:28][CH2:29][CH3:30])[C:22]1[CH:27]=[CH:26][CH:25]=[CH:24][CH:23]=1)[CH3:18].P(Cl)(Cl)(Cl)=O>CC(C)=O.O.CN(C)C=O>[CH2:17]([CH:19]([CH2:31][CH2:32][CH2:33][CH3:34])[CH2:20][N:21]([C:22]1[CH:23]=[CH:24][C:25]([C:6]2[C:7](=[O:15])[NH:8][C:9](=[C:10]([C:13]#[N:14])[C:11]#[N:12])[C:5]=2[C:3]#[N:4])=[CH:26][CH:27]=1)[CH2:28][CH2:29][CH3:30])[CH3:18]. Reported procedure: A stirred mixture of disodium salt of 4-cyano-5-dicyanomethylidene-3-hydroxy-2-oxo-2,5-dihydropyrrole (29.9 parts) and dry N,N-dimethylformamide (150 parts) was cooled to -10° C. and N-(2-ethylhexyl)-N-propylaniline containing 30% acetic anhydride (63 parts) was added followed by the dropwise addition of phosphorous oxychloride (34 parts) maintaining the temperature at less than -5° C. The mixture was allowed to warm up to room temperature and stirred for 20 hours. The reaction mixture was poure... Starting materials: [BH4-], [Na+], CCCCCC1(CSC2C(O)CC(=O)C2CC=CCCCC(=O)O)OCCO1. The product is CCCCCC1(CSC2C(O)CC(O)C2CC=CCCCC(=O)O)OCCO1. As a reaction SMILES: [BH4-:29].[Na+:30].[OH:1][CH:2]1[CH2:3][C:4](=[O:28])[CH:5]([CH2:6][CH:7]=[CH:8][CH2:9][CH2:10][CH2:11][C:12](=[O:13])[OH:14])[CH:15]1[S:16][CH2:17][C:18]1([CH2:19][CH2:20][CH2:21][CH2:22][CH3:23])[O:24][CH2:25][CH2:26][O:27]1>>[OH:1][CH:2]1[CH2:3][CH:4]([OH:28])[CH:5]([CH2:6][CH:7]=[CH:8][CH2:9][CH2:10][CH2:11][C:12](=[O:13])[OH:14])[CH:15]1[S:16][CH2:17][C:18]1([CH2:19][CH2:20][CH2:21][CH2:22][CH3:23])[O:24][CH2:25][CH2:26][O:27]1. Reactants: ClC=1C=C(C=CC1OC)C=1C=C(C(N(N1)CC(C)C)=O)COS(=O)(=O)C (6-(3-chloro-4-methoxyphenyl)-2-isobutyl-4-methanesulfonyloxymethyl-2H-pyridazin-3-one), N1(CCNCC1)C(=O)OC(C)(C)C (tert-butyl 1-piperazinecarboxylate). The product is C(C)(C)(C)OC(=O)N1CCN(CC1)CC=1C(N(N=C(C1)C1=CC(=C(C=C1)OC)Cl)CC(C)C)=O (4-(4-tert-butoxycarbonyl-1-piperazinyl)methyl-6-(3-chloro-4-methoxyphenyl)-2-isobutyl-2H-pyridazin-3-one). Yield: 89.0%. As a reaction SMILES: [Cl:1][C:2]1[CH:3]=[C:4]([C:10]2[CH:11]=[C:12]([CH2:21]OS(C)(=O)=O)[C:13](=[O:20])[N:14]([CH2:16][CH:17]([CH3:19])[CH3:18])[N:15]=2)[CH:5]=[CH:6][C:7]=1[O:8][CH3:9].[N:27]1([C:33]([O:35][C:36]([CH3:39])([CH3:38])[CH3:37])=[O:34])[CH2:32][CH2:31][NH:30][CH2:29][CH2:28]1>>[C:36]([O:35][C:33]([N:27]1[CH2:32][CH2:31][N:30]([CH2:21][C:12]2[C:13](=[O:20])[N:14]([CH2:16][CH:17]([CH3:18])[CH3:19])[N:15]=[C:10]([C:4]3[CH:5]=[CH:6][C:7]([O:8][CH3:9])=[C:2]([Cl:1])[CH:3]=3)[CH:11]=2)[CH2:29][CH2:28]1)=[O:34])([CH3:39])([CH3:37])[CH3:38]. Procedure details: Following the procedure of Example 1(10), 6-(3-chloro-4-methoxyphenyl)-2-isobutyl-4-methanesulfonyloxymethyl-2H-pyridazin-3-one and tert-butyl 1-piperazinecarboxylate were reacted to yield the title compound as a yellow oil (yield: 89.0%). Starting materials: FC1=CC2=C(N=C(S2)C=2C(=NC=C(C2)C=2C=NN(C2)C2CCNCC2)N)C=C1 (3-(6-fluorobenzothiazol-2-yl)-5-(1-piperidin-4-yl-1H-pyrazol-4-yl)-pyridin-2-ylamine), IC=1SC2=C(N1)C(=CC=C2)C (2-iodo-4-methyl-1,3-benzothiazole). The product is CC1=CC=CC2=C1N=C(S2)C=2C(=NC=C(C2)C=2C=NN(C2)C2CCNCC2)N (3-(4-Methylbenzothiazol-2-yl)-5-(1-piperidin-4-yl-1H-pyrazol-4-yl)-pyridin-2-ylamine). Reaction SMILES: F[C:2]1[CH:28]=[CH:27][C:5]2[N:6]=[C:7]([C:9]3[C:10]([NH2:26])=[N:11][CH:12]=[C:13]([C:15]4[CH:16]=[N:17][N:18]([CH:20]5[CH2:25][CH2:24][NH:23][CH2:22][CH2:21]5)[CH:19]=4)[CH:14]=3)[S:8][C:4]=2[CH:3]=1.I[C:30]1SC2C=CC=C(C)C=2N=1>>[CH3:30][C:27]1[C:5]2[N:6]=[C:7]([C:9]3[C:10]([NH2:26])=[N:11][CH:12]=[C:13]([C:15]4[CH:16]=[N:17][N:18]([CH:20]5[CH2:25][CH2:24][NH:23][CH2:22][CH2:21]5)[CH:19]=4)[CH:14]=3)[S:8][C:4]=2[CH:3]=[CH:2][CH:28]=1. Procedure details: Same procedure as 3-(6-fluorobenzothiazol-2-yl)-5-(1-piperidin-4-yl-1H-pyrazol-4-yl)-pyridin-2-ylamine except using 2-iodo-4-methyl-1,3-benzothiazole in place of 2-chloro-6-fluorobenzothiazole to afford the title compound as a yellow solid. 1H NMR (400 MHz, DMSO-d6): δ=2.10-2.31 (m, 4H), 2.74 (s, 3H), 3.05-3.18 (m, 2H), 3.41 (d, J=13.2 Hz, 2H), 4.49-4.57 (m, 1H), 7.41-7.48 (m, 2H), 8.02 (dd, J=6.4, 2.7 Hz, 1H), 8.09 (s, 1H), 8.45 (s, 1H), 8.49 (br. s., 1H), 8.56 (d, J=1.8 Hz, 1H). MS (ES+): m/z=... The reactants are O=C(Nc1ccc(-c2ccccc2Cl)[nH]c1=O)OCc1ccccc1, [H-], O=C(CI)NCCc1ccccc1, [Na+], CN(C)C=O. Yields the product O=C(Cn1c(-c2ccccc2Cl)ccc(NC(=O)OCc2ccccc2)c1=O)NCCc1ccccc1. Reaction SMILES: [CH2:3]([c:4]1[cH:5][cH:6][cH:7][cH:8][cH:9]1)[O:10][C:11]([NH:12][c:13]1[c:14](=[O:26])[nH:15][c:16](-[c:19]2[c:20]([Cl:25])[cH:21][cH:22][cH:23][cH:24]2)[cH:17][cH:18]1)=[O:27].[H-:2].[I:28][CH2:29][C:30](=[O:31])[NH:32][CH2:33][CH2:34][c:35]1[cH:36][cH:37][cH:38][cH:39][cH:40]1.[Na+:1].[O:41]=[CH:42][N:43]([CH3:44])[CH3:45]>>[CH2:3]([c:4]1[cH:5][cH:6][cH:7][cH:8][cH:9]1)[O:10][C:11]([NH:12][c:13]1[c:14](=[O:26])[n:15]([CH2:29][C:30](=[O:31])[NH:32][CH2:33][CH2:34][c:35]2[cH:36][cH:37][cH:38][cH:39][cH:40]2)[c:16](-[c:19]2[c:20]([Cl:25])[cH:21][cH:22][cH:23][cH:24]2)[cH:17][cH:18]1)=[O:27]. Reactants: CC(C)=O, Cl[Cu]Cl, CN(C)C=O, CC(C)(CO)Cc1cccc(C2(c3cccc(CC(C)(C)CO)c3)SCCCS2)c1. Yields the product CC(C)(CO)Cc1cccc(C(=O)c2cccc(CC(C)(C)CO)c2)c1. RXN SMILES: [CH3:31][C:32]([CH3:33])=[O:34].[Cl:40][Cu:41][Cl:42].[O:35]=[CH:36][N:37]([CH3:38])[CH3:39].[OH:1][CH2:2][C:3]([CH2:4][c:5]1[cH:6][c:7]([C:11]2([c:17]3[cH:18][c:19]([CH2:23][C:24]([CH2:25][OH:26])([CH3:27])[CH3:28])[cH:20][cH:21][cH:22]3)[S:12][CH2:13][CH2:14][CH2:15][S:16]2)[cH:8][cH:9][cH:10]1)([CH3:29])[CH3:30]>>[OH:1][CH2:2][C:3]([CH2:4][c:5]1[cH:6][c:7]([C:11]([c:17]2[cH:18][c:19]([CH2:23][C:24]([CH2:25][OH:26])([CH3:27])[CH3:28])[cH:20][cH:21][cH:22]2)=[O:34])[cH:8][cH:9][cH:10]1)([CH3:29])[CH3:30]. The reactants are C(C)(=O)S[C@@H]1CN(CC1)C(=O)OC(C)(C)C ((S)-tert-butyl 3-(acetylthio)pyrrolidine-1-carboxylate), C([O-])([O-])=O.[K+].[K+] (potassium carbonate), C(CC(O)(C(=O)O)CC(=O)O)(=O)O (citric acid). Run in CO (methanol). Conditions: temperature 50 celsius, time 2 hour. Product: S[C@@H]1CN(CC1)C(=O)OC(C)(C)C ((S)-tert-butyl 3-mercaptopyrrolidine-1-carboxylate). As a reaction SMILES: C([S:4][C@H:5]1[CH2:9][CH2:8][N:7]([C:10]([O:12][C:13]([CH3:16])([CH3:15])[CH3:14])=[O:11])[CH2:6]1)(=O)C.C(=O)([O-])[O-].[K+].[K+].C(O)(=O)CC(CC(O)=O)(C(O)=O)O>CO>[SH:4][C@H:5]1[CH2:9][CH2:8][N:7]([C:10]([O:12][C:13]([CH3:16])([CH3:15])[CH3:14])=[O:11])[CH2:6]1 |f:1.2.3|. Procedure details: To a solution of (S)-tert-butyl 3-(acetylthio)pyrrolidine-1-carboxylate (STEP B, 1.82 g, 7.42 mmol) in methanol (15 mL) was added potassium carbonate (2.05 g, 14.8 mmol). The mixture was stirred at 50° C. for 2 h. Then the mixture was cooled to room temperature, acidified by addition of 20% citric acid aqueous solution and concentrated in vacuo to remove methanol. The residue was diluted with ethyl acetate to separate. The organic layer was dried over sodium sulfate and concentrated in vacuo. Th...